Dataset: the Open Reaction Database (ORD), a public repository of structured organic reaction records. Task: describe an organic reaction: reactants, conditions, products, and yield Starting materials: CCOC(=O)C.C1CCCCC1 (EtOAc cyclohexane), BrC1=CC=C2C(=C(C(=NC2=C1)C1CC1)C(=O)NCC1=CC=C(C=C1)F)C (7-Bromo-2-cyclopropyl-N-[(4-fluorophenyl)-methyl]-4-methyl-quinoline-3-carboxylic acid amide), CN(C)CCN(C)C (TMEDA). Reagents/catalysts: [C-]#N.[Zn+2].[C-]#N (Zinccyanide), C=1C=CC(=CC1)/C=C/C(=O)/C=C/C2=CC=CC=C2.C=1C=CC(=CC1)/C=C/C(=O)/C=C/C2=CC=CC=C2.C=1C=CC(=CC1)/C=C/C(=O)/C=C/C2=CC=CC=C2.[Pd].[Pd] (Pd2 dba3), CC1(C2=C(C(=CC=C2)P(C3=CC=CC=C3)C4=CC=CC=C4)OC5=C(C=CC=C51)P(C6=CC=CC=C6)C7=CC=CC=C7)C (Xantphos). Run in CN(C)C=O (DMF). Reaction conditions: temperature 160 celsius. Product: C(#N)C1=CC=C2C(=C(C(=NC2=C1)C1CC1)C(=O)NCC1=CC=C(C=C1)F)C (7-Cyano-2-cyclopropyl-N-[(4-fluorophenyl)-methyl]-4-methyl-quinoline-3-carboxylic acid amide). The yield is 191.5%. RXN SMILES: Br[C:2]1[CH:11]=[C:10]2[C:5]([C:6]([CH3:26])=[C:7]([C:15]([NH:17][CH2:18][C:19]3[CH:24]=[CH:23][C:22]([F:25])=[CH:21][CH:20]=3)=[O:16])[C:8]([CH:12]3[CH2:14][CH2:13]3)=[N:9]2)=[CH:4][CH:3]=1.[CH3:27][N:28](CCN(C)C)C.CCOC(C)=O.C1CCCCC1>CN(C=O)C.[C-]#N.[Zn+2].[C-]#N.C1C=CC(/C=C/C(/C=C/C2C=CC=CC=2)=O)=CC=1.C1C=CC(/C=C/C(/C=C/C2C=CC=CC=2)=O)=CC=1.C1C=CC(/C=C/C(/C=C/C2C=CC=CC=2)=O)=CC=1.[Pd].[Pd].CC1(C)C2C(=C(P(C3C=CC=CC=3)C3C=CC=CC=3)C=CC=2)OC2C(P(C3C=CC=CC=3)C3C=CC=CC=3)=CC=CC1=2>[C:27]([C:2]1[CH:11]=[C:10]2[C:5]([C:6]([CH3:26])=[C:7]([C:15]([NH:17][CH2:18][C:19]3[CH:24]=[CH:23][C:22]([F:25])=[CH:21][CH:20]=3)=[O:16])[C:8]([CH:12]3[CH2:13][CH2:14]3)=[N:9]2)=[CH:4][CH:3]=1)#[N:28] |f:2.3,5.6.7,8.9.10.11.12|. Procedure: To a solution of 880 mg (2.13 mmol) 7-Bromo-2-cyclopropyl-N-[(4-fluorophenyl)-methyl]-4-methyl-quinoline-3-carboxylic acid amide (example 28) in DMF (3 mL) were added 70 μL (0.47 mmol) TMEDA, 152 mg (1.28 mmol) Zinccyanide, 4 mg (0.007 mmol) Pd2 dba3 and 25 mg (0.040 mmol) Xantphos. The reaction solution was degasses and flushed with nitrogen three times and then heated in MW to 160° C. for 4 min. After cooling to RT the mixture was filtered through celite and it was washed with dichloromethane.... The reactants are ClC1=CC=C(C=2N3C(=NC21)N(CCC3)C=3C(=NC(=CC3)OC)C)C(CC)OC=C (9-chloro-6-[1-(ethenyloxy)propyl]-1-(6-methoxy-2-methylpyridin-3-yl)-1,2,3,4-tetrahydropyrimido[1,2-a]benzimidazole), C(C)[Zn]CC (diethyl zinc), ICI (diiodomethane). Run in ClCCl (dichloromethane). Conditions: temperature 0 celsius, time 5 hour. The product is ClC1=CC=C(C=2N3C(=NC21)N(CCC3)C=3C(=NC(=CC3)OC)C)C(CC)OC3CC3 (9-Chloro-6-[1-(cyclopropyloxy)propyl]-1-(6-methoxy-2-methylpyridin-3-yl)-1,2,3,4-tetrahydropyrimido[1,2-a]benzimidazole). RXN SMILES: [Cl:1][C:2]1[C:10]2[N:9]=[C:8]3[N:11]([C:15]4[C:16]([CH3:23])=[N:17][C:18]([O:21][CH3:22])=[CH:19][CH:20]=4)[CH2:12][CH2:13][CH2:14][N:7]3[C:6]=2[C:5]([CH:24]([O:27][CH:28]=[CH2:29])[CH2:25][CH3:26])=[CH:4][CH:3]=1.[CH2:30]([Zn]CC)C.ICI>ClCCl>[Cl:1][C:2]1[C:10]2[N:9]=[C:8]3[N:11]([C:15]4[C:16]([CH3:23])=[N:17][C:18]([O:21][CH3:22])=[CH:19][CH:20]=4)[CH2:12][CH2:13][CH2:14][N:7]3[C:6]=2[C:5]([CH:24]([O:27][CH:28]2[CH2:30][CH2:29]2)[CH2:25][CH3:26])=[CH:4][CH:3]=1. Reported procedure: To a solution of 9-chloro-6-[1-(ethenyloxy)propyl]-1-(6-methoxy-2-methylpyridin-3-yl)-1,2,3,4-tetrahydropyrimido[1,2-a]benzimidazole (65.0 mg, 0.157 mmol) in dichloromethane (1.5 mL) were added diethyl zinc (1.0 M solution in n-hexane, 0.787 mL, 0.787 mmol) and diiodomethane (0.13 mL, 1.57 mmol) at 0° C. The reaction mixture was stirred at 0° C. for 5 hrs. The mixture was quenched with aqueous saturated ammonium chloride and extracted with ethyl acetate (×3). The combined organic layer was washe... The reactants are CC(CCC1=CCCC1=O)OCc1ccccc1, CCCCC, CCOCC. The product is CC(CCC1CCCC1=O)OCc1ccccc1. As a reaction SMILES: [CH2:1]([c:2]1[cH:3][cH:4][cH:5][cH:6][cH:7]1)[O:8][CH:9]([CH2:10][CH2:11][C:12]1=[CH:16][CH2:15][CH2:14][C:13]1=[O:17])[CH3:18].[CH3:19][CH2:20][CH2:21][CH2:22][CH3:23].[CH3:24][CH2:25][O:26][CH2:27][CH3:28]>>[CH2:1]([c:2]1[cH:3][cH:4][cH:5][cH:6][cH:7]1)[O:8][CH:9]([CH2:10][CH2:11][CH:12]1[C:13](=[O:17])[CH2:14][CH2:15][CH2:16]1)[CH3:18].